This data is from the Open Reaction Database (ORD), a public repository of structured organic reaction records. The task is: describe an organic reaction: reactants, conditions, products, and yield The reactants are C1CCOC1, CCOC(=O)C(C)(C)N1CCN(Cc2nc3c(N4CCOCC4)nc(-n4c(C)nc5ccccc54)nc3n2C)CC1, [Li+], [OH-]. Product: Cc1nc2ccccc2n1-c1nc(N2CCOCC2)c2nc(CN3CCN(C(C)(C)C(=O)O)CC3)n(C)c2n1. As a reaction SMILES: [CH2:44]1[O:45][CH2:46][CH2:47][CH2:48]1.[CH3:1][C:2]([C:3](=[O:4])[O:5][CH2:6][CH3:7])([CH3:8])[N:9]1[CH2:10][CH2:11][N:12]([CH2:15][c:16]2[n:17]([CH3:41])[c:18]3[n:19][c:20](-[n:31]4[c:32]([CH3:40])[n:33][c:34]5[c:35]4[cH:36][cH:37][cH:38][cH:39]5)[n:21][c:22]([N:25]4[CH2:26][CH2:27][O:28][CH2:29][CH2:30]4)[c:23]3[n:24]2)[CH2:13][CH2:14]1.[Li+:43].[OH-:42]>>[CH3:1][C:2]([C:3](=[O:4])[OH:5])([CH3:8])[N:9]1[CH2:10][CH2:11][N:12]([CH2:15][c:16]2[n:17]([CH3:41])[c:18]3[n:19][c:20](-[n:31]4[c:32]([CH3:40])[n:33][c:34]5[c:35]4[cH:36][cH:37][cH:38][cH:39]5)[n:21][c:22]([N:25]4[CH2:26][CH2:27][O:28][CH2:29][CH2:30]4)[c:23]3[n:24]2)[CH2:13][CH2:14]1. Starting materials: [BH3-]C#N, CO, CC(=O)O, Cc1ccc(C=O)cc1F, CNC(=O)c1cc(=O)n(CCN2CCC(N)CC2)c2cc(OC)ccc12, [Na+]. RXN SMILES: [C:39]([BH3-:40])#[N:41].[CH3:1][OH:2].[CH3:43][C:44](=[O:45])[OH:46].[F:29][c:30]1[cH:31][c:32]([CH:33]=[O:34])[cH:35][cH:36][c:37]1[CH3:38].[NH2:3][CH:4]1[CH2:5][CH2:6][N:7]([CH2:10][CH2:11][n:12]2[c:13](=[O:28])[cH:14][c:15]([C:24](=[O:25])[NH:26][CH3:27])[c:16]3[cH:17][cH:18][c:19]([O:22][CH3:23])[cH:20][c:21]23)[CH2:8][CH2:9]1.[Na+:42]>>[NH:3]([CH:4]1[CH2:5][CH2:6][N:7]([CH2:10][CH2:11][n:12]2[c:13](=[O:28])[cH:14][c:15]([C:24](=[O:25])[NH:26][CH3:27])[c:16]3[cH:17][cH:18][c:19]([O:22][CH3:23])[cH:20][c:21]23)[CH2:8][CH2:9]1)[CH2:33][c:32]1[cH:31][c:30]([F:29])[c:37]([CH3:38])[cH:36][cH:35]1. Product: CNC(=O)c1cc(=O)n(CCN2CCC(NCc3ccc(C)c(F)c3)CC2)c2cc(OC)ccc12. The product is CCC(N)C(=O)NCCCc1cc2ccccc2[nH]1. Starting materials: CO, ClCCl, [Na+], C1CCOC1, [OH-], CCC(NC(=O)C(F)(F)F)C(=O)NCCCc1cc2ccccc2[nH]1. RXN SMILES: [CH3:31][OH:32].[Cl:35][CH2:36][Cl:37].[Na+:34].[O:26]1[CH2:27][CH2:28][CH2:29][CH2:30]1.[OH-:33].[nH:1]1[c:2]([CH2:10][CH2:11][CH2:12][NH:13][C:14]([CH:15]([CH2:16][CH3:17])[NH:18][C:19](=[O:20])[C:21]([F:22])([F:23])[F:24])=[O:25])[cH:3][c:4]2[cH:5][cH:6][cH:7][cH:8][c:9]12>>[nH:1]1[c:2]([CH2:10][CH2:11][CH2:12][NH:13][C:14]([CH:15]([CH2:16][CH3:17])[NH2:18])=[O:25])[cH:3][c:4]2[cH:5][cH:6][cH:7][cH:8][c:9]12. Starting materials: C(C)(=O)O[BH-](OC(C)=O)OC(C)=O.[Na+] (sodium triacetoxyborohydride), C(C1=CC=CC=C1)C1=NC(=CC=C1C#CC1(CNCCC1)O)N1C[C@H]([C@@H](C1)OC)O (3-[2-Benzyl-6-[(3R,4R)-3-hydroxy-4-methoxypyrrolidin-1-yl]-3-pyridyl]ethynyl-3-piperidinol), aqueous solution, C=O (formaldehyde). Run in ClCCl (dichloromethane). Conditions: time 30 minute. Yields the product C(C1=CC=CC=C1)C1=NC(=CC=C1C#CC1(CN(CCC1)C)O)N1C[C@H]([C@@H](C1)OC)O (3-[2-Benzyl-6-[(3R,4R)-3-hydroxy-4-methoxypyrrolidin-1-yl]-3-pyridyl]ethynyl-1-methyl-3-piperidinol). Isolated yield 81.2%. RXN SMILES: [CH2:1]([C:8]1[C:13]([C:14]#[C:15][C:16]2([OH:22])[CH2:21][CH2:20][CH2:19][NH:18][CH2:17]2)=[CH:12][CH:11]=[C:10]([N:23]2[CH2:27][C@@H:26]([O:28][CH3:29])[C@H:25]([OH:30])[CH2:24]2)[N:9]=1)[C:2]1[CH:7]=[CH:6][CH:5]=[CH:4][CH:3]=1.C=O.[C:33](O[BH-](OC(=O)C)OC(=O)C)(=O)C.[Na+]>ClCCl>[CH2:1]([C:8]1[C:13]([C:14]#[C:15][C:16]2([OH:22])[CH2:21][CH2:20][CH2:19][N:18]([CH3:33])[CH2:17]2)=[CH:12][CH:11]=[C:10]([N:23]2[CH2:27][C@@H:26]([O:28][CH3:29])[C@H:25]([OH:30])[CH2:24]2)[N:9]=1)[C:2]1[CH:7]=[CH:6][CH:5]=[CH:4][CH:3]=1 |f:2.3|. Reported procedure: To a mixture of 94.0 mg of 3-[2-Benzyl-6-[(3R,4R)-3-hydroxy-4-methoxypyrrolidin-1-yl]-3-pyridyl]ethynyl-3-piperidinol (Example 1), 34.6 μl of an aqueous solution of 37% formaldehyde and 1.5 ml of dichloromethane was added 73.4 mg of sodium triacetoxyborohydride under ice-cooling, followed by stirring at room temperature for 30 minutes. The organic layer was separated by adding water and ethyl acetate to the reaction mixture, and then it was washed with an aqueous sodium hydrogen carbonate soluti... The reactants are NC1=C(SC2=NC=CC=C21)C(=O)OC (methyl 3-aminothieno[2,3-b]pyridine-2-carboxylate), N(=O)[O-].[Na+] (sodium nitrite). Yields the product S1C(=CC=2C1=NC=CC2)C(=O)OC (Methyl thieno[2,3-b]pyridine-2-carboxylate). As a reaction SMILES: N[C:2]1[C:10]2[C:5](=[N:6][CH:7]=[CH:8][CH:9]=2)[S:4][C:3]=1[C:11]([O:13][CH3:14])=[O:12].N([O-])=O.[Na+]>>[S:4]1[C:5]2=[N:6][CH:7]=[CH:8][CH:9]=[C:10]2[CH:2]=[C:3]1[C:11]([O:13][CH3:14])=[O:12] |f:1.2|. Procedure: The synthesis is carried out according to the general procedure; for work-up, the resulting precipitate is filtered off with suction and washed twice with water and three times with ethyl acetate. The organic phase of the resulting filtrate is separated off, dried and concentrated. Using 0.22 g (1.07 mmol) of methyl 3-aminothieno[2,3-b]pyridine-2-carboxylate and 0.24 g (3.41 mmol) of sodium nitrite, 84 mg (41% of theory) of the desired product are obtained. Starting materials: Cl (HCl), C(C1=CC=CC=C1)O[C@@H]1[C@H]([C@@H](OC1(COS(=O)(=O)C)COS(=O)(=O)C)N1C2=NC=NC(=C2N=C1)NC(C1=CC=CC=C1)=O)OS(=O)(=O)C(F)(F)F (9-(3-O-benzyl-5-O-(methanesulfonyl)-4-C-[[(methanesulfonyl)oxy]methyl]-2-O-trifluormethanesulfonyl-α-L-threo-pentofuranosyl)-6-N-benzoyladenine), [Li+].[OH-] (LiOH), C(C1=CC=CC=C1)O[C@@H]1[C@H]([C@@H](OC1(COS(=O)(=O)C)COS(=O)(=O)C)N1C2=NC=NC(=C2N=C1)NC(C1=CC=CC=C1)=O)OS(=O)(=O)C(F)(F)F (9-(3-O-benzyl-5-O-(methanesulfonyl)-4-C-[[(methanesulfonyl)oxy]methyl]-2-O-trifluormethanesulfonyl-α-L-threo-pentofuranosyl)-6-N-benzoyladenine), CCOC(=O)C (EtOAc). The solvent is [Na+].[Cl-] (NaCl), C(Cl)Cl (DCM), [Cl-].[Na+].O (brine), C1CCOC1 (THF). Conditions: temperature 0 celsius. Product: C(C1=CC=CC=C1)O[C@@H]1[C@H]2O[C@H]([C@H]1OC2)N2C1=NC=NC(=C1N=C2)NC(C2=CC=CC=C2)=O ((1S,3R,4S,7R)-7-benzyloxy-3-(6-N-benzoyladenin-9-yl)-2,5-dioxabicyclo[2.2.1]heptane). Reaction SMILES: [CH2:1]([O:8][C@H:9]1[C:13]([CH2:20][O:21]S(C)(=O)=O)(COS(C)(=O)=O)[O:12][C@@H:11]([N:26]2[CH:34]=[N:33][C:32]3[C:27]2=[N:28][CH:29]=[N:30][C:31]=3[NH:35][C:36](=[O:43])[C:37]2[CH:42]=[CH:41][CH:40]=[CH:39][CH:38]=2)[C@@H:10]1OS(C(F)(F)F)(=O)=O)[C:2]1[CH:7]=[CH:6][CH:5]=[CH:4][CH:3]=1.[Li+].[OH-].Cl.CCOC(C)=O>C1COCC1.[Na+].[Cl-].C(Cl)Cl.[Cl-].[Na+].O>[CH2:1]([O:8][C@H:9]1[C@@H:10]2[O:21][CH2:20][C@@H:13]1[O:12][C@H:11]2[N:26]1[CH:34]=[N:33][C:32]2[C:27]1=[N:28][CH:29]=[N:30][C:31]=2[NH:35][C:36](=[O:43])[C:37]1[CH:42]=[CH:41][CH:40]=[CH:39][CH:38]=1)[C:2]1[CH:7]=[CH:6][CH:5]=[CH:4][CH:3]=1 |f:1.2,6.7,9.10.11|. Procedure: Pure 62 (100 mg, 0.128 mmol) was dissolved in THF (7 ml), cooled to 0° C. and added 1 M LiOH (1.3 ml, 10 equiv.). The reaction mixture was allowed to slowly reach r.t. When LCMS confirmed full conversion of 62 to 63, the reaction was neutralized with 1 M HCl satd. with NaCl (1.3 ml), diluted with DCM (20 ml) and brine (10 ml). Layers were separated and the aqueous layer was extracted with DCM (2×20 ml). Comb. organic layers were dried (Na2SO4), filtered and the solvent removed in vacuo to afford...